From a dataset of the Open Reaction Database (ORD), a public repository of structured organic reaction records. describe an organic reaction: reactants, conditions, products, and yield Starting materials: COc1ccc(COCCl)cc1, O=c1ncc(Cl)c[nH]1. Product: COc1ccc(COCn2cc(Cl)cnc2=O)cc1. As a reaction SMILES: [CH3:1][O:2][c:3]1[cH:4][cH:5][c:6]([CH2:7][O:8][CH2:9][Cl:10])[cH:11][cH:12]1.[Cl:13][c:14]1[cH:15][n:16][c:17](=[O:20])[nH:18][cH:19]1>>[CH3:1][O:2][c:3]1[cH:4][cH:5][c:6]([CH2:7][O:8][CH2:9][n:18]2[c:17](=[O:20])[n:16][cH:15][c:14]([Cl:13])[cH:19]2)[cH:11][cH:12]1. Starting materials: OBO, Cc1nc(C#Cc2ccnc(Cl)c2)c[nH]1, Cc1ccccc1F. The product is Cc1ccc(-n2cc(C#Cc3ccnc(Cl)c3)nc2C)cc1F. As a reaction SMILES: [BH:16]([OH:17])[OH:18].[Cl:1][c:2]1[n:3][cH:4][cH:5][c:6]([C:8]#[C:9][c:10]2[n:11][c:12]([CH3:15])[nH:13][cH:14]2)[cH:7]1.[F:19][c:20]1[cH:21][cH:22][cH:23][cH:24][c:25]1[CH3:26]>>[Cl:1][c:2]1[n:3][cH:4][cH:5][c:6]([C:8]#[C:9][c:10]2[n:11][c:12]([CH3:15])[n:13](-[c:22]3[cH:21][c:20]([F:19])[c:25]([CH3:26])[cH:24][cH:23]3)[cH:14]2)[cH:7]1. Reactants: CC(C)=O, CCCC(N)C(=O)N1CC(O)C1. Product: CCCC(N=C(C)C)C(=O)N1CC(O)C1. As a reaction SMILES: [CH3:13][C:14]([CH3:15])=[O:16].[NH2:1][CH:2]([C:3](=[O:4])[N:5]1[CH2:6][CH:7]([OH:9])[CH2:8]1)[CH2:10][CH2:11][CH3:12]>>[N:1]([CH:2]([C:3](=[O:4])[N:5]1[CH2:6][CH:7]([OH:9])[CH2:8]1)[CH2:10][CH2:11][CH3:12])=[C:14]([CH3:13])[CH3:15]. The reactants are FC(C=1C=C(C=C(C1)C(F)(F)F)[C@H]1OC(N2[C@H]1CCC[C@H]2C2=C(C=CC(=C2)C(F)(F)F)C2=CC(=CC=C2OC)CCC(=O)NN)=O)(F)F (3-[2′-{(1R,5S,8aS)-1-[3,5-bis(trifluoromethyl)phenyl]-3-oxohexahydro[1,3]oxazolo[3,4-a]pyridin-5-yl}-6-methoxy-4′-(trifluoromethyl)biphenyl-3-yl]propanehydrazide), C([O-])(O)=O.[Na+] (sodium bicarbonate), N#CBr (cyanogen bromide), O (water). The solvent is O1CCOCC1 (dioxane). Reaction conditions: time 5 minute. Yields the product NC1=NN=C(O1)CCC=1C=CC(=C(C1)C1=C(C=C(C=C1)C(F)(F)F)[C@@H]1CCC[C@@H]2N1C(O[C@@H]2C2=CC(=CC(=C2)C(F)(F)F)C(F)(F)F)=O)OC ((1R,5S,8aS)-5-{5′-[2-(5-amino-1,3,4-oxadiazol-2-yl)ethyl]-2′-methoxy-4-(trifluoromethyl)biphenyl-2-yl}-1-[3,5-bis(trifluoromethyl)phenyl]hexahydro[1,3]oxazolo[3,4-a]pyridin-3-one). The yield is 65333.3%. RXN SMILES: [F:1][C:2]([F:48])([F:47])[C:3]1[CH:4]=[C:5]([C@@H:13]2[C@@H:17]3[CH2:18][CH2:19][CH2:20][C@@H:21]([C:22]4[CH:27]=[C:26]([C:28]([F:31])([F:30])[F:29])[CH:25]=[CH:24][C:23]=4[C:32]4[C:37]([O:38][CH3:39])=[CH:36][CH:35]=[C:34]([CH2:40][CH2:41][C:42]([NH:44][NH2:45])=[O:43])[CH:33]=4)[N:16]3[C:15](=[O:46])[O:14]2)[CH:6]=[C:7]([C:9]([F:12])([F:11])[F:10])[CH:8]=1.C(=O)(O)[O-].[Na+].O.[N:55]#[C:56]Br>O1CCOCC1>[NH2:55][C:56]1[O:43][C:42]([CH2:41][CH2:40][C:34]2[CH:35]=[CH:36][C:37]([O:38][CH3:39])=[C:32]([C:23]3[CH:24]=[CH:25][C:26]([C:28]([F:31])([F:30])[F:29])=[CH:27][C:22]=3[C@H:21]3[N:16]4[C:15](=[O:46])[O:14][C@H:13]([C:5]5[CH:4]=[C:3]([C:2]([F:1])([F:47])[F:48])[CH:8]=[C:7]([C:9]([F:11])([F:10])[F:12])[CH:6]=5)[C@@H:17]4[CH2:18][CH2:19][CH2:20]3)[CH:33]=2)=[N:44][N:45]=1 |f:1.2|. Reported procedure: To 3-[2′-{(1R,5S,8aS)-1-[3,5-bis(trifluoromethyl)phenyl]-3-oxohexahydro[1,3]oxazolo[3,4-a]pyridin-5-yl}-6-methoxy-4′-(trifluoromethyl)biphenyl-3-yl]propanehydrazide (10 mg, 0.015 mmol) in dioxane (1 mL) was added sodium bicarbonate (2.4 mg, 0.029 mmol) followed by water (0.2 mL). The system was sealed and cyanogen bromide (5.8 mL, 0.029 mmol) was added at room temperature. The reaction was complete in 5 minutes and the solvent was removed before the crude material was purified by HPLC to yield (... Reactants: COCC1CC(c2nc3ccc4cc5c(cc4c3[nH]2)OCc2cc(-c3cnc(C4CC(C)CN4C(=O)OC(C)(C)C)[nH]3)ccc2-5)N(C(=O)C(NC(=O)OC)C(C)C)C1, CCO, Cl. Product: COCC1CC(c2nc3ccc4cc5c(cc4c3[nH]2)OCc2cc(-c3cnc(C4CC(C)CN4)[nH]3)ccc2-5)N(C(=O)C(NC(=O)OC)C(C)C)C1. RXN SMILES: [CH3:1][O:2][C:3](=[O:4])[NH:5][CH:6]([CH:7]([CH3:8])[CH3:9])[C:10](=[O:11])[N:12]1[CH:13]([c:20]2[n:21][c:22]3[c:23]([nH:24]2)[c:25]2[cH:26][c:27]4[c:28]([cH:29][c:30]2[cH:31][cH:32]3)-[c:33]2[cH:34][cH:35][c:36](-[c:41]3[cH:42][n:43][c:44]([CH:46]5[N:47]([C:52]([O:53][C:54]([CH3:55])([CH3:56])[CH3:57])=[O:58])[CH2:48][CH:49]([CH3:51])[CH2:50]5)[nH:45]3)[cH:37][c:38]2[CH2:39][O:40]4)[CH2:14][CH:15]([CH2:17][O:18][CH3:19])[CH2:16]1.[CH3:60][CH2:61][OH:62].[ClH:59]>>[CH3:1][O:2][C:3](=[O:4])[NH:5][CH:6]([CH:7]([CH3:8])[CH3:9])[C:10](=[O:11])[N:12]1[CH:13]([c:20]2[n:21][c:22]3[c:23]([nH:24]2)[c:25]2[cH:26][c:27]4[c:28]([cH:29][c:30]2[cH:31][cH:32]3)-[c:33]2[cH:34][cH:35][c:36](-[c:41]3[cH:42][n:43][c:44]([CH:46]5[NH:47][CH2:48][CH:49]([CH3:51])[CH2:50]5)[nH:45]3)[cH:37][c:38]2[CH2:39][O:40]4)[CH2:14][CH:15]([CH2:17][O:18][CH3:19])[CH2:16]1. Starting materials: ice, C(C)(C)C1=CC=C(C=C1)C(O)C1=C(C=CC(=C1)OCC#C)[N+](=O)[O-] ((4-isopropyl-phenyl)-(2-nitro-5-propargyloxy-phenyl)-methanol), CC(=O)C.OS(=O)(=O)O.O=[Cr](=O)=O (Jones reagent). Run in CC(=O)C (acetone). Conditions: time 2 hour. Product: C(C)(C)C1=CC=C(C=C1)C(=O)C1=C(C=CC(=C1)OCC#C)[N+](=O)[O-] ((4-isopropyl-phenyl)-(2-nitro-5-propargyloxy-phenyl)-methanone). As a reaction SMILES: [CH:1]([C:4]1[CH:9]=[CH:8][C:7]([CH:10]([C:12]2[CH:17]=[C:16]([O:18][CH2:19][C:20]#[CH:21])[CH:15]=[CH:14][C:13]=2[N+:22]([O-:24])=[O:23])[OH:11])=[CH:6][CH:5]=1)([CH3:3])[CH3:2].CC(C)=O.OS(O)(=O)=O.O=[Cr](=O)=O>CC(C)=O>[CH:1]([C:4]1[CH:5]=[CH:6][C:7]([C:10]([C:12]2[CH:17]=[C:16]([O:18][CH2:19][C:20]#[CH:21])[CH:15]=[CH:14][C:13]=2[N+:22]([O-:24])=[O:23])=[O:11])=[CH:8][CH:9]=1)([CH3:3])[CH3:2] |f:1.2.3|. Procedure details: To an ice cold solution of (4-isopropyl-phenyl)-(2-nitro-5-propargyloxy-phenyl)-methanol in 200 ml acetone are added dropwise 60 ml Jones reagent. After stirring for 2 h at rt the reaction is quenched by the addition of isopropanol and sodium bisulfite solution (40%). Extraction with dichloromethane affords (4-isopropyl-phenyl)-(2-nitro-5-propargyloxy-phenyl)-methanone. Yields the product C(C1=CC=CC=C1)NCC(COC1=CC=C(C=C1)CCOCC1CC1)O (N-benzyl-3-[4-(2-(cyclopropylmethoxy)ethyl)phenoxy]-2-hydroxypropylamine). The yield is 61.5%. Run in C(CC)O (n-propanol). Reaction SMILES: [CH:1]1([CH2:4][O:5][CH2:6][CH2:7][C:8]2[CH:18]=[CH:17][C:11]([O:12][CH2:13][CH:14]3[O:16][CH2:15]3)=[CH:10][CH:9]=2)[CH2:3][CH2:2]1.[CH2:19]([NH2:26])[C:20]1[CH:25]=[CH:24][CH:23]=[CH:22][CH:21]=1>C(O)CC>[CH2:19]([NH:26][CH2:15][CH:14]([OH:16])[CH2:13][O:12][C:11]1[CH:17]=[CH:18][C:8]([CH2:7][CH2:6][O:5][CH2:4][CH:1]2[CH2:3][CH2:2]2)=[CH:9][CH:10]=1)[C:20]1[CH:25]=[CH:24][CH:23]=[CH:22][CH:21]=1. Reported procedure: 1-[4-(2-Cyclopropylmethoxyethyl)phenoxy]-2,3-epoxypropane (10 g) and benzylamine (13 g) were stirred under reflux, in n-propanol (100 ml) for 20 hours. The mixture was cooled and evaporated under reduced pressure to give a residue. This was stirred under petroleum ether (60°-80°) for 30 minutes; the solvent was decanted and the residue triturated with further petroleum ether. A white solid was obtained, collected by filtration and recrystallised from acetonitrile to afford N-benzyl-3-[4-(2-(cycl... Starting materials: C1(CC1)COCCC1=CC=C(OCC2CO2)C=C1 (1-[4-(2-Cyclopropylmethoxyethyl)phenoxy]-2,3-epoxypropane), C(C1=CC=CC=C1)N (benzylamine). Conditions: time 30 minute.